From a dataset of the Open Reaction Database (ORD), a public repository of structured organic reaction records. describe an organic reaction: reactants, conditions, products, and yield Reactants: CCOC(=O)c1cn(Cc2cccc(F)c2F)cn1, CO, N. Product: NC(=O)c1cn(Cc2cccc(F)c2F)cn1. As a reaction SMILES: [CH2:1]([O:3][C:4](=[O:2])[c:6]1[n:7][cH:8][n:9]([CH2:11][c:12]2[c:13]([F:19])[c:14]([F:18])[cH:15][cH:16][cH:17]2)[cH:10]1)[CH3:5].[CH3:21][OH:22].[NH3:20]>>[O:3]=[C:4]([c:6]1[n:7][cH:8][n:9]([CH2:11][c:12]2[c:13]([F:19])[c:14]([F:18])[cH:15][cH:16][cH:17]2)[cH:10]1)[NH2:20]. The reactants are CC(C)(C)OC(=O)CN1C(=O)C2(CC(=O)N(Cc3ccccc3F)C2)c2cc(Cl)ccc21, Fc1ccc(Cl)cc1CBr. The product is CC(C)(C)OC(=O)CN1C(=O)C2(CC(=O)N(Cc3cc(Cl)ccc3F)C2)c2cc(Cl)ccc21. RXN SMILES: [Cl:1][c:2]1[cH:3][c:4]2[c:8]([cH:9][cH:10]1)[N:7]([CH2:11][C:12](=[O:13])[O:14][C:15]([CH3:16])([CH3:17])[CH3:18])[C:6](=[O:19])[C:5]21[CH2:20][N:21]([CH2:25][c:26]2[c:27]([F:32])[cH:28][cH:29][cH:30][cH:31]2)[C:22](=[O:24])[CH2:23]1.[Cl:33][c:34]1[cH:35][cH:36][c:37]([F:38])[c:39]([CH2:41][Br:42])[cH:40]1>>[Cl:1][c:2]1[cH:3][c:4]2[c:8]([cH:9][cH:10]1)[N:7]([CH2:11][C:12](=[O:13])[O:14][C:15]([CH3:16])([CH3:17])[CH3:18])[C:6](=[O:19])[C:5]21[CH2:20][N:21]([CH2:25][c:26]2[c:27]([F:32])[cH:28][cH:29][c:30]([Cl:33])[cH:31]2)[C:22](=[O:24])[CH2:23]1. The reactants are C(=O)([O-])[O-].[K+].[K+] (K2CO3), COC(C1=CC(=C(C=C1)CBr)[N+](=O)[O-])=O (4-bromomethyl-3-nitrobenzoic acid methyl ester), C1(=CC=CC=C1)P(C1=CC=CC=C1)C1=CC=CC=C1 (triphenylphosphine), ester, ClC1=C(C=O)C(=CC(=C1)N1CCOCC1)Cl (2,6-dichloro-4-morpholin-4-yl-benzaldehyde). The solvent is CN(C)C=O (DMF). Run at temperature 95 celsius. Product: COC(C1=CC(=C(C=C1)\C=C\C1=C(C=C(C=C1Cl)N1CCOCC1)Cl)[N+](=O)[O-])=O (4-[(E)-2-(2,6-dichloro-4-morpholin-4-yl-phenyl)-vinyl]-3-nitrobenzoic acid methyl ester). As a reaction SMILES: [CH3:1][O:2][C:3](=[O:15])[C:4]1[CH:9]=[CH:8][C:7]([CH2:10]Br)=[C:6]([N+:12]([O-:14])=[O:13])[CH:5]=1.C1(P(C2C=CC=CC=2)C2C=CC=CC=2)C=CC=CC=1.[Cl:35][C:36]1[CH:43]=[C:42]([N:44]2[CH2:49][CH2:48][O:47][CH2:46][CH2:45]2)[CH:41]=[C:40]([Cl:50])[C:37]=1[CH:38]=O.C([O-])([O-])=O.[K+].[K+]>CN(C=O)C>[CH3:1][O:2][C:3](=[O:15])[C:4]1[CH:9]=[CH:8][C:7](/[CH:10]=[CH:38]/[C:37]2[C:36]([Cl:35])=[CH:43][C:42]([N:44]3[CH2:45][CH2:46][O:47][CH2:48][CH2:49]3)=[CH:41][C:40]=2[Cl:50])=[C:6]([N+:12]([O-:14])=[O:13])[CH:5]=1 |f:3.4.5|. Procedure details: A mixture of 4-bromomethyl-3-nitrobenzoic acid methyl ester (1.01 g, 3.68 mmol) (from Example 3-8) and triphenylphosphine (1.06 g, 4.05 mmol) in DMF (20 mL) under N2 was heated at 95° C. Upon disappearance of the starting ester by TLC, 2,6-dichloro-4-morpholin-4-yl-benzaldehyde (1.15 g, 4.42 mmol) was added followed by K2CO3 (1.02 g, 7.36 mmol). The mixture was heated at 95° C. for 22.5 h then was allowed to cool to ambient temperature. The mixture was partitioned between EtOAc/DCM (700 mL) and ...